This data is from the Open Reaction Database (ORD), a public repository of structured organic reaction records. The task is: describe an organic reaction: reactants, conditions, products, and yield Reactants: CC(=O)Nc1ccc(CCl)cc1, [H-], [Na+], C1CCOC1, O, OC(CCc1ccc(Cl)cc1)Cn1ccnc1. Product: CC(=O)Nc1ccc(COC(CCc2ccc(Cl)cc2)Cn2ccnc2)cc1. RXN SMILES: [C:20]([CH3:21])(=[O:22])[NH:23][c:24]1[cH:25][cH:26][c:27]([CH2:28][Cl:29])[cH:30][cH:31]1.[H-:18].[Na+:19].[O:33]1[CH2:34][CH2:35][CH2:36][CH2:37]1.[OH2:32].[OH:1][CH:2]([CH2:3][n:4]1[cH:5][n:6][cH:7][cH:8]1)[CH2:9][CH2:10][c:11]1[cH:12][cH:13][c:14]([Cl:17])[cH:15][cH:16]1>>[O:1]([CH:2]([CH2:3][n:4]1[cH:5][n:6][cH:7][cH:8]1)[CH2:9][CH2:10][c:11]1[cH:12][cH:13][c:14]([Cl:17])[cH:15][cH:16]1)[CH2:28][c:27]1[cH:26][cH:25][c:24]([NH:23][C:20]([CH3:21])=[O:22])[cH:31][cH:30]1. Reactants: FC1=NC(=CC=C1)F (2,6-difluoropyridine), ClC1=NNC2=CC=CC=C12 (3-chloroindazole), ClC1=CC=C(N)C=C1 (4-chloroaniline). Product: ClC1=NN(C2=CC=CC=C12)C1=CC=CC(=N1)NC1=CC=C(C=C1)Cl ([6-(3-Chloro-indazol-1-yl)-pyridin-2-yl]-(4-chloro-phenyl)-amine). Reaction SMILES: F[C:2]1[CH:7]=[CH:6][CH:5]=[C:4](F)[N:3]=1.[Cl:9][C:10]1[C:18]2[C:13](=[CH:14][CH:15]=[CH:16][CH:17]=2)[NH:12][N:11]=1.[Cl:19][C:20]1[CH:26]=[CH:25][C:23]([NH2:24])=[CH:22][CH:21]=1>>[Cl:9][C:10]1[C:18]2[C:13](=[CH:14][CH:15]=[CH:16][CH:17]=2)[N:12]([C:4]2[N:3]=[C:2]([NH:24][C:23]3[CH:25]=[CH:26][C:20]([Cl:19])=[CH:21][CH:22]=3)[CH:7]=[CH:6][CH:5]=2)[N:11]=1. Procedure: Was prepared according to Method C from 2,6-difluoropyridine, 3-chloroindazole and 4-chloroaniline. LC-ESI-HRMS of [M+H]+ shows 355.0528 Da. Calc. 355.051727 Da, dev. 3 ppm. Reactants: TEA, N=1C(=NN2C1C=CC=C2)CCN (2-([1,2,4]triazolo[1,5-a]pyridin-2-yl)ethanamine), CN1C(C(=C(C(=C1)CCl)C(=O)OC)Cl)=O (1-Methyl-2-oxo-1,2-dihydro-3-chloro-4-methoxycarbonyl-5-chloromethyl-pyridine), CN1C(C(=C(C(=C1)CCl)C(=O)OC)Cl)=O (1-Methyl-2-oxo-1,2-dihydro-3-chloro-4-methoxycarbonyl-5-chloromethyl-pyridine). Run in CC#N (MeCN). Reaction conditions: temperature 100 celsius. The product is ClC1=C2C(=CN(C1=O)C)CN(C2=O)CCC2=NN1C(C=CC=C1)=N2 (7-Chloro-5-methyl-2-(2-[1,2,4]triazolo[1,5-a]pyridin-2-yl-ethyl)-3,5-dihydro-2H-pyrrolo[3,4-c]pyridine-1,6-dione). The yield is 52.5%. Reaction SMILES: [N:1]1[C:2]([CH2:10][CH2:11][NH2:12])=[N:3][N:4]2[CH:9]=[CH:8][CH:7]=[CH:6][C:5]=12.[CH3:13][N:14]1[CH:19]=[C:18]([CH2:20]Cl)[C:17]([C:22](OC)=[O:23])=[C:16]([Cl:26])[C:15]1=[O:27]>CC#N>[Cl:26][C:16]1[C:15](=[O:27])[N:14]([CH3:13])[CH:19]=[C:18]2[CH2:20][N:12]([CH2:11][CH2:10][C:2]3[N:1]=[C:5]4[CH:6]=[CH:7][CH:8]=[CH:9][N:4]4[N:3]=3)[C:22](=[O:23])[C:17]=12. Reported procedure: TEA (3.01 ml, 21.59 mmol) was added rapidly to a solution of 2-([1,2,4]triazolo[1,5-a]pyridin-2-yl)ethanamine (1.167 g, 7.20 mmol) and 1-methyl-2-oxo-1,2-dihydro-3-chloro-4-methoxycarbonyl-5-chloromethyl-pyridine (1.8 g, 7.20 mmol, see compound (6) of Example b1)) in MeCN (15 ml). The reaction was heated in a microwave at about 100° C. for about 40 min. The reaction was cooled to r.t. and the mixture was filtered through a Büchner funnel. The residue solid was triturated with water (2×20 ml). Th... The reactants are C(C)(C)(C)OC(C(CCN1C(C=2C=C3C(=CC2C1=O)C=CC=C3)=O)CC3(CCCC3)C(NC(CC3=CC=C(C=C3)OC)C(NC)=O)=O)=O (4-(1,3-dioxo-1,3-dihydrobenzo[f]isoindol-2-yl)-2-{1-[2-(4-methoxyphenyl)-1-(methylcarbamoyl)ethylcarbamoyl]cyclopentylmethyl}butyric acid tert-butyl ester). The solvent is FC(C(=O)O)(F)F (trifluoracetic acid). The product is O=C1N(C(C=2C=C3C(=CC12)C=CC=C3)=O)CCC(C(=O)O)CC3(CCCC3)C(NC(CC3=CC=C(C=C3)OC)C(NC)=O)=O (4-(1,3-dioxo-1,3-dihydrobenzo[f]isoindol-2-yl)-2-{1-[2-(4-methoxyphenyl)-1-(methylcarbamoyl)ethylcarbamoyl]-cyclopentylmethyl}butyric acid). Reaction SMILES: C([O:5][C:6](=[O:48])[CH:7]([CH2:25][C:26]1([C:31](=[O:47])[NH:32][CH:33]([C:43](=[O:46])[NH:44][CH3:45])[CH2:34][C:35]2[CH:40]=[CH:39][C:38]([O:41][CH3:42])=[CH:37][CH:36]=2)[CH2:30][CH2:29][CH2:28][CH2:27]1)[CH2:8][CH2:9][N:10]1[C:18](=[O:19])[C:17]2[CH:16]=[C:15]3[CH:20]=[CH:21][CH:22]=[CH:23][C:14]3=[CH:13][C:12]=2[C:11]1=[O:24])(C)(C)C>FC(F)(F)C(O)=O>[O:19]=[C:18]1[C:17]2[CH:16]=[C:15]3[CH:20]=[CH:21][CH:22]=[CH:23][C:14]3=[CH:13][C:12]=2[C:11](=[O:24])[N:10]1[CH2:9][CH2:8][CH:7]([CH2:25][C:26]1([C:31](=[O:47])[NH:32][CH:33]([C:43](=[O:46])[NH:44][CH3:45])[CH2:34][C:35]2[CH:40]=[CH:39][C:38]([O:41][CH3:42])=[CH:37][CH:36]=2)[CH2:27][CH2:28][CH2:29][CH2:30]1)[C:6]([OH:48])=[O:5]. Reported procedure: A solution of 4-(1,3-dioxo-1,3-dihydrobenzo[f]isoindol-2-yl)-2-{1-[2-(4-methoxyphenyl)-1-(methylcarbamoyl)ethylcarbamoyl]cyclopentylmethyl}butyric acid tert-butyl ester (diastereomer A) (45 mg, 0.069 mmol) in trifluoracetic acid (1 mL) was stirred overnight at room temperature. The solvent was evaporated under vacuum leaving a white foam which was triturated with ether to afford 4-(1,3-dioxo-1,3-dihydrobenzo[f]isoindol-2-yl)-2-{1-[2-(4-methoxyphenyl)-1-(methylcarbamoyl)ethylcarbamoyl]-cyclopenty...